From a dataset of the Open Reaction Database (ORD), a public repository of structured organic reaction records. describe an organic reaction: reactants, conditions, products, and yield Starting materials: C1=CC=CC2=C1C1=C3C=CC=CC3=CC=C1C1=CC=CC=C21 (benzo[g]chrysene), CN(C=O)C (N,N-dimethylformamide), CN(C=O)C (N,N-dimethylformamide), BrN1C(CCC1=O)=O (N-bromosuccinimide). Solvent: O (water). Run at temperature 80 celsius, time 8 hour. Product: BrC=1C=C2C3=CC=CC=C3C3=C(C2=C2C=CC=CC12)C=CC=C3 (10-bromobenzo[g]chrysene). Yield: 87.8%. As a reaction SMILES: [CH:1]1[C:6]2[C:7]3[C:16]([C:17]4[C:22]([C:5]=2[CH:4]=[CH:3][CH:2]=1)=[CH:21][CH:20]=[CH:19][CH:18]=4)=[CH:15][CH:14]=[C:13]1[C:8]=3[CH:9]=[CH:10][CH:11]=[CH:12]1.CN(C)C=O.[Br:28]N1C(=O)CCC1=O>O>[Br:28][C:14]1[CH:15]=[C:16]2[C:7](=[C:8]3[C:13]=1[CH:12]=[CH:11][CH:10]=[CH:9]3)[C:6]1[CH:1]=[CH:2][CH:3]=[CH:4][C:5]=1[C:22]1[C:17]2=[CH:18][CH:19]=[CH:20][CH:21]=1. Reported procedure: 5.21 g of benzo[g]chrysene and 50 mL of N,N-dimethylformamide were placed in a flask. 10 mL of N,N-dimethylformamide solution of 4.00 g of N-bromosuccinimide were added. The resulting solution was heated with stirring at 80° C. for 8 hours. After cooling to room temperature, the reaction solution was poured to 200 mL of water. Deposited solids were filtered off, and washed with water and methanol. The resulting solids were purified by silica gel column chromatography, whereby 5.87 g (yield 88%) ... Starting materials: C(N)(=O)C1(C2=CC=CC=C2C=2C=CC=CC12)CCCN (9-carbamoyl-9-(3-aminopropyl)fluorene), [OH-].[Na+] (sodium hydroxide). Solvent: Cl (hydrochloric acid), CO (methanol), Cl (hydrogen chloride). Run at temperature 100 celsius. Yields the product N1C(C2(CCC1)C1=CC=CC=C1C=1C=CC=CC12)=O (spiro(9H-fluorene-9,3'-piperidine)-2'-one). Yield: 72.6%. As a reaction SMILES: [C:1]([C:4]1([CH2:17][CH2:18][CH2:19]N)[C:16]2[CH:15]=[CH:14][CH:13]=[CH:12][C:11]=2[C:10]2[C:5]1=[CH:6][CH:7]=[CH:8][CH:9]=2)(=[O:3])[NH2:2].[OH-].[Na+]>CO.Cl>[NH:2]1[CH2:19][CH2:18][CH2:17][C:4]2([C:16]3[CH:15]=[CH:14][CH:13]=[CH:12][C:11]=3[C:10]3[C:5]2=[CH:6][CH:7]=[CH:8][CH:9]=3)[C:1]1=[O:3] |f:1.2|. Procedure details: A solution of 5.0 g (18.8 mM) of 9-carbamoyl-9-(3-aminopropyl)fluorene (prepared as described in U.S. Pat. No. 4,282,170) in 50 ml of methanol saturated with hydrogen chloride was heated at reflux for sixteen hours. The reaction mixture was cooled and concentrated to dryness to give a solid. The solid was dissolved in 1N hydrochloric acid and the solution was heated to 100° C. for five minutes. The acidic mixture was diluted by addition of 50% aqueous sodium hydroxide to pH 10. The aqueous alkal... Starting materials: C(#N)C1=C(C=C(C=C1)C1=CC=C(C=C1)OC)F (4-Cyano-3-fluoro-4'-methoxybiphenyl), B(Br)(Br)Br (boron tribromide), O (Water). The solvent is ClCCl (dichloromethane), ClCCl (dichloromethane). Run at time 20 hour. Yields the product C(#N)C1=C(C=C(C=C1)C1=CC=C(C=C1)O)F (4-Cyano-3-fluoro-4'-hydroxybiphenyl). As a reaction SMILES: B(Br)(Br)Br.[C:5]([C:7]1[CH:12]=[CH:11][C:10]([C:13]2[CH:18]=[CH:17][C:16]([O:19]C)=[CH:15][CH:14]=2)=[CH:9][C:8]=1[F:21])#[N:6].O>ClCCl>[C:5]([C:7]1[CH:12]=[CH:11][C:10]([C:13]2[CH:18]=[CH:17][C:16]([OH:19])=[CH:15][CH:14]=2)=[CH:9][C:8]=1[F:21])#[N:6]. Procedure: A solution of boron tribromide (12.0 ml, 31.8 g, 0.13 mol) in dry dichloromethane (100 ml) was added dropwise to a stirred, cooled (-78° C.) solution of compound 4 (14.0 g, 0.06 mol) in dry dichloromethane (250 ml) under dry nitrogen. The stirred mixture was allowed to warm. to room temperature over 20 h (i.e., until glc analysis revealed absence of starting material). Water was added and a yellow precipitate was produced. The product was extracted into ether (twice), and the combined ethereal e... The reactants are O=C([O-])[O-], Fc1cccc(F)c1CCl, [K+], [K+], CN(C)C=O, COC(=O)C1=Cc2cc(O)ccc2CCC1. Product: COC(=O)C1=Cc2cc(OCc3c(F)cccc3F)ccc2CCC1. As a reaction SMILES: [C:17](=[O:18])([O-:19])[O-:20].[F:23][c:24]1[c:25]([CH2:26][Cl:27])[c:28]([F:32])[cH:29][cH:30][cH:31]1.[K+:21].[K+:22].[O:33]=[CH:34][N:35]([CH3:36])[CH3:37].[OH:1][c:2]1[cH:3][cH:4][c:5]2[c:6]([cH:16]1)[CH:7]=[C:8]([C:12](=[O:13])[O:14][CH3:15])[CH2:9][CH2:10][CH2:11]2>>[O:1]([c:2]1[cH:3][cH:4][c:5]2[c:6]([cH:16]1)[CH:7]=[C:8]([C:12](=[O:13])[O:14][CH3:15])[CH2:9][CH2:10][CH2:11]2)[CH2:26][c:25]1[c:24]([F:23])[cH:31][cH:30][cH:29][c:28]1[F:32]. Procedure details: 345 mg of t-butyl α-[6(R)-amino-5-oxo-3(S)-(2-thienyl)perhydro-1,4-thiazepin-4-yl]acetate [prepared as described in Example 16(g)] were N-alkylated with 450 mg of butyl 2-bromo-4-phenylbutyrate in the same manner as in Example 1(h). The reaction product was then subjected to silica gel column chromatography using a 1:40 by volume mixture of ethyl acetate and methylene chloride as eluent, to separate it into two isomers, A and B (ascribed to the asymmetric carbon atom to which the phenethyl group... Run in C(C)(=O)OCC (ethyl acetate), C(Cl)Cl (methylene chloride). The reactants are N[C@@H]1C(N([C@@H](CSC1)C=1SC=CC1)CC(=O)OC(C)(C)C)=O (t-butyl α-[6(R)-amino-5-oxo-3(S)-(2-thienyl)perhydro-1,4-thiazepin-4-yl]acetate), BrC(C(=O)OCCCC)CCC1=CC=CC=C1 (butyl 2-bromo-4-phenylbutyrate). Reaction SMILES: [NH2:1][C@H:2]1[CH2:8][S:7][CH2:6][C@@H:5]([C:9]2[S:10][CH:11]=[CH:12][CH:13]=2)[N:4]([CH2:14][C:15]([O:17][C:18]([CH3:21])([CH3:20])[CH3:19])=[O:16])[C:3]1=[O:22].Br[CH:24]([CH2:32][CH2:33][C:34]1[CH:39]=[CH:38][CH:37]=[CH:36][CH:35]=1)[C:25]([O:27][CH2:28][CH2:29][CH2:30][CH3:31])=[O:26]>C(OCC)(=O)C.C(Cl)Cl>[CH2:28]([O:27][C:25]([CH:24]([NH:1][C@H:2]1[CH2:8][S:7][CH2:6][C@@H:5]([C:9]2[S:10][CH:11]=[CH:12][CH:13]=2)[N:4]([CH2:14][C:15]([O:17][C:18]([CH3:19])([CH3:21])[CH3:20])=[O:16])[C:3]1=[O:22])[CH2:32][CH2:33][C:34]1[CH:35]=[CH:36][CH:37]=[CH:38][CH:39]=1)=[O:26])[CH2:29][CH2:30][CH3:31]. Product: C(CCC)OC(=O)C(CCC1=CC=CC=C1)N[C@@H]1C(N([C@@H](CSC1)C=1SC=CC1)CC(=O)OC(C)(C)C)=O (t-Butyl α-[6(R)-(1-butoxycarbonyl-3-phenylpropylamino)-5-oxo-3(S)-(2-thienyl)perhydro-1,4-thiazepin-4-yl]acetate). The reactants are FC1=C(CSC2=NC(=CC(=N2)NS(=O)(=O)N2CCN(CC2)C)O[C@@H](COC(C2=CC=CC=C2)(C2=CC=CC=C2)C2=CC=CC=C2)C)C=CC=C1F (N-{2-[(2,3-difluorobenzyl)thio]-6-[(1R)-1-methyl-2-(trityloxy)ethoxy]pyrimidin-4-yl}-4-methylpiperazine-1-sulfonamide), product, C(=O)(C(F)(F)F)O (TFA). The solvent is C(Cl)Cl (DCM). Conditions: time 3 hour. Product: FC1=C(C=CC=C1F)CSC1=NC(=CC(=N1)NS(=O)(=O)N1CCN(CC1)C)O[C@@H](CO)C (N-[2-[[(2,3-Difluorophenyl)methyl]thio]-6-[(1R)-2-hydroxy-1-methylethoxy]-4-pyrimidinyl]-4-methyl-piperazine-1-sulfonamide). As a reaction SMILES: [F:1][C:2]1[C:50]([F:51])=[CH:49][CH:48]=[CH:47][C:3]=1[CH2:4][S:5][C:6]1[N:11]=[C:10]([NH:12][S:13]([N:16]2[CH2:21][CH2:20][N:19]([CH3:22])[CH2:18][CH2:17]2)(=[O:15])=[O:14])[CH:9]=[C:8]([O:23][C@H:24]([CH3:46])[CH2:25][O:26]C(C2C=CC=CC=2)(C2C=CC=CC=2)C2C=CC=CC=2)[N:7]=1.C(O)(C(F)(F)F)=O>C(Cl)Cl>[F:1][C:2]1[C:50]([F:51])=[CH:49][CH:48]=[CH:47][C:3]=1[CH2:4][S:5][C:6]1[N:11]=[C:10]([NH:12][S:13]([N:16]2[CH2:17][CH2:18][N:19]([CH3:22])[CH2:20][CH2:21]2)(=[O:14])=[O:15])[CH:9]=[C:8]([O:23][C@H:24]([CH3:46])[CH2:25][OH:26])[N:7]=1. Procedure: To a solution of N-{2-[(2,3-difluorobenzyl)thio]-6-[(1R)-1-methyl-2-(trityloxy)ethoxy]pyrimidin-4-yl}-4-methylpiperazine-1-sulfonamide (the product from step (100 mg) in DCM (3 ml) was added TFA (3 ml) dropwise. The reaction was then allowed to stir at room temperature for the following 3 h until complete. The reaction was then reduced in vacuo and the resulting residue was purified by preparative HPLC to yield the title compound as a white solid. Yield: 45 mg Starting materials: CCCC(C)C(C)CO, ClCCl, O=[Cr](=O)([O-])Cl, c1cc[nH+]cc1. Product: CCCC(C)C(C)C=O. Reaction SMILES: [CH3:12][CH:13]([CH2:14][OH:15])[CH:16]([CH2:17][CH2:18][CH3:19])[CH3:20].[Cl:21][CH2:22][Cl:23].[O:1]=[Cr:2]([Cl:3])([O-:4])=[O:5].[nH+:6]1[cH:7][cH:8][cH:9][cH:10][cH:11]1>>[CH3:12][CH:13]([CH:14]=[O:15])[CH:16]([CH2:17][CH2:18][CH3:19])[CH3:20]. Starting materials: C(C)(C)(C)OC(CN1C(=C(C2=CC=CC=C12)C1NS(C2=C1C=CC(=C2)F)(=O)=O)C)=O ([3-(6-Fluoro-1,1-dioxo-2,3-dihydro-1H-1λ6-benzo[d]isothiazol-3-yl)-2-methyl-indol-1-yl]-acetic acid tert-butyl ester), C1=CC=C(C=C1)CCBr (2-phenethyl bromide). Yields the product FC1=CC2=C(C(N(S2(=O)=O)CCC2=CC=CC=C2)C2=C(N(C3=CC=CC=C23)CC(=O)O)C)C=C1 ([3-(6-Fluoro-1,1-dioxo-2-phenethyl-2,3-dihydro-1H-1λ6-benzo[d]isothiazol-3-yl)-2-methyl-indol-1-yl]-acetic acid). As a reaction SMILES: C([O:5][C:6](=[O:30])[CH2:7][N:8]1[C:16]2[C:11](=[CH:12][CH:13]=[CH:14][CH:15]=2)[C:10]([CH:17]2[C:21]3[CH:22]=[CH:23][C:24]([F:26])=[CH:25][C:20]=3[S:19](=[O:28])(=[O:27])[NH:18]2)=[C:9]1[CH3:29])(C)(C)C.[CH:31]1[CH:36]=[CH:35][C:34]([CH2:37][CH2:38]Br)=[CH:33][CH:32]=1>>[F:26][C:24]1[CH:23]=[CH:22][C:21]2[CH:17]([C:10]3[C:11]4[C:16](=[CH:15][CH:14]=[CH:13][CH:12]=4)[N:8]([CH2:7][C:6]([OH:5])=[O:30])[C:9]=3[CH3:29])[N:18]([CH2:38][CH2:37][C:34]3[CH:35]=[CH:36][CH:31]=[CH:32][CH:33]=3)[S:19](=[O:28])(=[O:27])[C:20]=2[CH:25]=1. Reported procedure: The title compound was prepared by the method described for example 14 using the product from example 13, step e) and 2-phenethyl bromide. MS: ESI (negative): 477 (M−H). Isolated yield 69.5%. Reaction SMILES: C([O:5][C:6]([CH2:8][N:9]1[CH:17]=[C:16]2[C:11]([N:12]=[C:13]3[S:21][CH2:20][CH2:19][N:14]3[C:15]2=[O:18])=[N:10]1)=[O:7])(C)(C)C>FC(F)(F)C(O)=O>[C:6]([CH2:8][N:9]1[CH:17]=[C:16]2[C:11]([N:12]=[C:13]3[S:21][CH2:20][CH2:19][N:14]3[C:15]2=[O:18])=[N:10]1)([OH:7])=[O:5]. Starting materials: C(C)(C)(C)OC(=O)CN1N=C2N=C3N(C(C2=C1)=O)CCS3 (6,7-Dihydro-2-tert-butoxycarbonylmethylpyrazolo[3,4-d]thiazolo[3,2-a]pyrimidin-4(2H)-one). Procedure details: In 30 ml of trifluoroacetic acid was dissolved 0.95 g (3.08 mmol) of Compound 35 prepared in Example 26, followed by heating under reflux for one hour. After evaporation of the solvent, water was added to the residue. The precipitated crystals were collected by filtration, followed by washing with water to give 0.54 g (70%) of Compound 37. The compound was recrystallized from dimethylformamide/water for purification. The product is C(=O)(O)CN1N=C2N=C3N(C(C2=C1)=O)CCS3 (2-Carboxymethyl-6,7-dihydropyrazolo[3,4-d]thiazolo[3,2-a]pyrimidin-4(2H)-one). Run in FC(C(=O)O)(F)F (trifluoroacetic acid).